From a dataset of the Open Reaction Database (ORD), a public repository of structured organic reaction records. describe an organic reaction: reactants, conditions, products, and yield Reactants: CC#N, COC1(c2ccc(Cl)c(Cc3ccc4c(c3)N(Cc3ccccc3)CC3(CC3)O4)c2)OC(CO)C(O)C(O)C1O, CC[SiH](CC)CC, ClCCl. Yields the product OCC1OC(c2ccc(Cl)c(Cc3ccc4c(c3)N(Cc3ccccc3)CC3(CC3)O4)c2)C(O)C(O)C1O. RXN SMILES: [C:51](#[N:52])[CH3:53].[CH2:1]([c:2]1[cH:3][cH:4][cH:5][cH:6][cH:7]1)[N:8]1[CH2:9][C:10]2([O:11][c:12]3[c:13]1[cH:14][c:15]([CH2:18][c:19]1[cH:20][c:21]([C:26]4([O:37][CH3:38])[O:27][CH:28]([CH2:35][OH:36])[CH:29]([OH:34])[CH:30]([OH:33])[CH:31]4[OH:32])[cH:22][cH:23][c:24]1[Cl:25])[cH:16][cH:17]3)[CH2:39][CH2:40]2.[CH2:41]([SiH:42]([CH2:43][CH3:44])[CH2:45][CH3:46])[CH3:47].[Cl:48][CH2:49][Cl:50]>>[CH2:1]([c:2]1[cH:3][cH:4][cH:5][cH:6][cH:7]1)[N:8]1[CH2:9][C:10]2([O:11][c:12]3[c:13]1[cH:14][c:15]([CH2:18][c:19]1[cH:20][c:21]([CH:26]4[O:27][CH:28]([CH2:35][OH:36])[CH:29]([OH:34])[CH:30]([OH:33])[CH:31]4[OH:32])[cH:22][cH:23][c:24]1[Cl:25])[cH:16][cH:17]3)[CH2:39][CH2:40]2. Reactants: C(C)(C)NC(C)C (diisopropylamine), FC=1C(=NC=C(C1)F)C#N (3,5-difluoropicolinonitrile), II (I2), C(CCC)[Li] (n-butyllithium), C(=O)=O.CC(=O)C (dry ice acetone). The solvent is C1CCOC1 (THF), C1CCOC1 (THF), C1CCOC1 (THF). Reaction conditions: temperature 0 celsius, time 30 minute. Yields the product FC=1C(=NC=C(C1I)F)C#N (3,5-difluoro-4-iodopicolinonitrile). Yield: 21.1%. Reaction SMILES: C(NC(C)C)(C)C.C([Li])CCC.[F:13][C:14]1[C:15]([C:21]#[N:22])=[N:16][CH:17]=[C:18]([F:20])[CH:19]=1.[I:23]I.C(=O)=O.CC(C)=O>C1COCC1>[F:13][C:14]1[C:15]([C:21]#[N:22])=[N:16][CH:17]=[C:18]([F:20])[C:19]=1[I:23] |f:4.5|. Procedure details: THF (42 mL) and diisopropylamine (5.6 ml, 39.27 mmol) were combined and cooled at 0° C. then n-butyllithium (17.3 ml, 2.5 M in hexane) was added dropwise at 0° C., and stirred for another 30 minutes. The mixture was then cooled in a dry ice/acetone bath to about −78° C. and a solution of 3,5-difluoropicolinonitrile (5 g, 35.7 mmol) in THF (25 mL) was slowly added. After 30 minutes a solution of I2 (9 g, 35.7 mmol) in THF (35 mL) was added. The reaction was stirred for another 40 minutes at −78° ... Reactants: B, CC(=O)Oc1cccc2c1OCC(=O)N2CCOC(c1ccccc1)c1ccccc1, C1CCOC1, C1CCOC1, O. Product: CC(=O)Oc1cccc2c1OCCN2CCOC(c1ccccc1)c1ccccc1. Reaction SMILES: [BH3:32].[C:1]([CH3:2])(=[O:3])[O:4][c:5]1[cH:6][cH:7][cH:8][c:9]2[c:14]1[O:13][CH2:12][C:11](=[O:15])[N:10]2[CH2:16][CH2:17][O:18][CH:19]([c:20]1[cH:21][cH:22][cH:23][cH:24][cH:25]1)[c:26]1[cH:27][cH:28][cH:29][cH:30][cH:31]1.[CH2:33]1[O:34][CH2:35][CH2:36][CH2:37]1.[CH2:39]1[O:40][CH2:41][CH2:42][CH2:43]1.[OH2:38]>>[C:1]([CH3:2])(=[O:3])[O:4][c:5]1[cH:6][cH:7][cH:8][c:9]2[c:14]1[O:13][CH2:12][CH2:11][N:10]2[CH2:16][CH2:17][O:18][CH:19]([c:20]1[cH:21][cH:22][cH:23][cH:24][cH:25]1)[c:26]1[cH:27][cH:28][cH:29][cH:30][cH:31]1. The reactants are [Li].BrC=1C=C(C=C(C1)F)C(=CC(C(=O)OCC)=O)[O-] (Lithium 1-(3-bromo-5-fluorophenyl)-4-ethoxy-3,4-dioxobut-1-en-1-olate), ClC=1C=C(C=C(C1)F)C1=CC(=NN1C1=NC=CC=C1)C(=O)O (5-(3-Chloro-5-fluorophenyl)-1-(pyridin-2-yl)-1H-pyrazole-3-carboxylic acid), Cl.ClC1=NC=CC(=C1)NN (2-chloropyridin-4-yl-hydrazine hydrochloride). The product is BrC=1C=C(C=C(C1)F)C1=CC(=NN1C1=CC(=NC=C1)Cl)C(=O)O (5-(3-Bromo-5-fluorophenyl)-1-(2-chloropyridin-4-yl)-1H-pyrazole-3-carboxylic acid). Reaction SMILES: [Li].[Br:2][C:3]1[CH:4]=[C:5]([C:10]([O-])=[CH:11][C:12](=O)[C:13]([O:15]CC)=[O:14])[CH:6]=[C:7]([F:9])[CH:8]=1.ClC1C=C(C2N(C3C=CC=CN=3)N=C(C(O)=O)C=2)C=C(F)C=1.Cl.[Cl:43][C:44]1[CH:49]=[C:48]([NH:50][NH2:51])[CH:47]=[CH:46][N:45]=1>>[Br:2][C:3]1[CH:4]=[C:5]([C:10]2[N:50]([C:48]3[CH:47]=[CH:46][N:45]=[C:44]([Cl:43])[CH:49]=3)[N:51]=[C:12]([C:13]([OH:15])=[O:14])[CH:11]=2)[CH:6]=[C:7]([F:9])[CH:8]=1 |f:0.1,3.4,^1:0|. Procedure details: 600 mg (1.30 mmol) of the compound of Example 2A is reacted analogously to the synthesis of the compound of Example 20A with 257 mg (1.43 mmol) of 2-chloropyridin-4-yl-hydrazine hydrochloride. After hydrolysis, 175 mg (34% of theory) of the title compound is obtained.